This data is from the Open Reaction Database (ORD), a public repository of structured organic reaction records. The task is: describe an organic reaction: reactants, conditions, products, and yield Reaction SMILES: [Cl:1][c:2]1[cH:3][cH:4][c:5](-[c:8]2[n:9][c:10]([OH:17])[c:11]3[c:12]([n:13]2)[CH2:14][CH2:15][CH2:16]3)[cH:6][cH:7]1.[OH2:18].[P:19]([Cl:20])([Cl:21])([Cl:22])=[O:23]>>[Cl:1][c:2]1[cH:3][cH:4][c:5](-[c:8]2[n:9][c:10]([Cl:21])[c:11]3[c:12]([n:13]2)[CH2:14][CH2:15][CH2:16]3)[cH:6][cH:7]1. The product is Clc1ccc(-c2nc(Cl)c3c(n2)CCC3)cc1. Starting materials: Oc1nc(-c2ccc(Cl)cc2)nc2c1CCC2, O, O=P(Cl)(Cl)Cl. The reactants are C(CCC)[Sn](CCCC)=O (dibutyltin oxide), OC(CCCCCCCCCCC(=O)O)CCCCCC (12-hydroxystearic acid). Solvent: C1(=CC=CC=C1)C (toluene). Yields the product OC(CCCCCCCCCCC(=O)[O-])CCCCCC.OC(CCCCCCCCCCC(=O)[O-])CCCCCC.C(CCC)[Sn+2]CCCC (dibutyltin bis(12-hydroxystearate)). The yield is 97.0%. As a reaction SMILES: [CH2:1]([Sn:5](=O)[CH2:6][CH2:7][CH2:8][CH3:9])[CH2:2][CH2:3][CH3:4].[OH:11][CH:12]([CH2:26][CH2:27][CH2:28][CH2:29][CH2:30][CH3:31])[CH2:13][CH2:14][CH2:15][CH2:16][CH2:17][CH2:18][CH2:19][CH2:20][CH2:21][CH2:22][C:23]([OH:25])=[O:24]>C1(C)C=CC=CC=1>[OH:11][CH:12]([CH2:26][CH2:27][CH2:28][CH2:29][CH2:30][CH3:31])[CH2:13][CH2:14][CH2:15][CH2:16][CH2:17][CH2:18][CH2:19][CH2:20][CH2:21][CH2:22][C:23]([O-:25])=[O:24].[OH:11][CH:12]([CH2:26][CH2:27][CH2:28][CH2:29][CH2:30][CH3:31])[CH2:13][CH2:14][CH2:15][CH2:16][CH2:17][CH2:18][CH2:19][CH2:20][CH2:21][CH2:22][C:23]([O-:25])=[O:24].[CH2:1]([Sn+2:5][CH2:6][CH2:7][CH2:8][CH3:9])[CH2:2][CH2:3][CH3:4] |f:3.4.5|. Procedure details: A mixture of dibutyltin oxide, 31.2 g (0.125 mole), 12-hydroxystearic acid, 75 g (0.25 mole), and 250 ml toluene were mixed and reacted as described in Example 1. Removal of toluene yielded 125 g (97% yield) of dibutyltin bis(12-hydroxystearate), a cream colored brittle solid.